This data is from the Open Reaction Database (ORD), a public repository of structured organic reaction records. The task is: describe an organic reaction: reactants, conditions, products, and yield Reactants: CCOC(=O)C=Cc1c(CO)cnc(C)c1O, CCOC(C)=O. Yields the product CCOC(=O)CCc1c(CO)cnc(C)c1O. RXN SMILES: [CH2:1]([CH3:2])[O:3][C:4]([CH:5]=[CH:6][c:7]1[c:8]([OH:16])[c:9]([CH3:15])[n:10][cH:11][c:12]1[CH2:13][OH:14])=[O:17].[CH3:18][CH2:19][O:20][C:21](=[O:22])[CH3:23]>>[CH2:1]([CH3:2])[O:3][C:4]([CH2:5][CH2:6][c:7]1[c:8]([OH:16])[c:9]([CH3:15])[n:10][cH:11][c:12]1[CH2:13][OH:14])=[O:17]. Reactants: [BH4-].[Na+] (NaBH4), COC(=O)C=1SC(=CC1)CCC[C@@H]1[C@H]([C@@H](C[C@H]1Cl)OC1OCCCC1)\C=C\C(CCCCC)=O (5-{3-[(1R,2R,3R,5R)-5-Chloro-2-((E)-3-oxo-oct-1-enyl)-3-(tetrahydro-pyran-2-yloxy)-cyclopentyl]-propyl}-thiophene-2-carboxylic acid methyl ester). Solvent: CO (methanol). Run at time 2 hour. Product: COC(=O)C=1SC(=CC1)CCC[C@@H]1[C@H]([C@@H](C[C@H]1Cl)OC1OCCCC1)\C=C\C(CCCCC)O (5-{3-[(1R,2R,3R,5R)-5-Chloro-2-((E)-3-hydroxy-oct-1-enyl)-3-(tetrahydro-pyran-2-yloxy)-cyclopentyl]-propyl}-thiophene-2-carboxylic acid methyl ester). Yield: 78.0%. As a reaction SMILES: [BH4-].[Na+].[CH3:3][O:4][C:5]([C:7]1[S:8][C:9]([CH2:12][CH2:13][CH2:14][C@H:15]2[C@H:19]([Cl:20])[CH2:18][C@@H:17]([O:21][CH:22]3[CH2:27][CH2:26][CH2:25][CH2:24][O:23]3)[C@@H:16]2/[CH:28]=[CH:29]/[C:30](=[O:36])[CH2:31][CH2:32][CH2:33][CH2:34][CH3:35])=[CH:10][CH:11]=1)=[O:6]>CO>[CH3:3][O:4][C:5]([C:7]1[S:8][C:9]([CH2:12][CH2:13][CH2:14][C@H:15]2[C@H:19]([Cl:20])[CH2:18][C@@H:17]([O:21][CH:22]3[CH2:27][CH2:26][CH2:25][CH2:24][O:23]3)[C@@H:16]2/[CH:28]=[CH:29]/[CH:30]([OH:36])[CH2:31][CH2:32][CH2:33][CH2:34][CH3:35])=[CH:10][CH:11]=1)=[O:6] |f:0.1|. Procedure details: NaBH4 (9.2 mg, 0.24 mmol) was added to a solution of ketone 4-3 (59 mg, 0.12 mmol) in methanol (1 mL). The reaction was stirred at room temperature for 2 h and then was quenched by addition of 5 mL 1 M HCl. The resulting mixture was extracted with CH2Cl2 and the combined CH2Cl2 solution was dried (Na2SO4), filtered and evaporated. Purification by flash chromatography on silica gel (ethyl acetate/hexanes) gave the title compound (48 mg, 80%).